Dataset: the Open Reaction Database (ORD), a public repository of structured organic reaction records. Task: describe an organic reaction: reactants, conditions, products, and yield Starting materials: [Na+].C(C=C=CC)OC1=CC=C(C=C1)S(=O)(=O)[O-] (4-(2,3-Pentadienyloxy)benzenesulfonic acid sodium salt), O (water), P(=O)(Cl)(Cl)Cl (phosphoryl chloride). Solvent: C(C)#N (acetonitrile), S1(=O)(=O)CCCC1 (sulfolane). Conditions: temperature 62.5 celsius, time 15 minute. Product: C(C=C=CC)OC1=CC=C(C=C1)S(=O)(=O)Cl (4-(2,3-Pentadienyloxy)benzenesulfonyl chloride). Yield: 64.7%. RXN SMILES: [Na+].[CH2:2]([O:7][C:8]1[CH:13]=[CH:12][C:11]([S:14]([O-:17])(=O)=[O:15])=[CH:10][CH:9]=1)[CH:3]=[C:4]=[CH:5][CH3:6].P(Cl)(Cl)([Cl:20])=O.O>C(#N)C.S1(CCCC1)(=O)=O>[CH2:2]([O:7][C:8]1[CH:13]=[CH:12][C:11]([S:14]([Cl:20])(=[O:17])=[O:15])=[CH:10][CH:9]=1)[CH:3]=[C:4]=[CH:5][CH3:6] |f:0.1|. Procedure details: To a suspension of product from Example 9 (740 mg, 2.48 mmol) in acetonitrile (2 ml) and sulfolane (2 ml) was added phosphoryl chloride (0.9 ml, 9.93 mmol) and the resulting mixture was heated at 60-65° C. for 2 hours. The mixture was cooled in ice and cold water was added, dropwise, while stirring was continued for an additional 15 minutes. The reaction mixture was extracted with ethyl acetate and the organic layer was dried over anhydrous sodium sulfate. The crude residue was purified by flash... Starting materials: ClC1=NC=CC(=C1)OC (2-chloro-4-methoxypyridine), C(C1=CC=CC=C1)(C1=CC=CC=C1)=NN (benzophenone hydrazone), sodium tert-butylate, C1(=CC=CC=C1)B(O)O (phenylboronic acid), C1(=CC=CC=C1)P(C1=C(C2=CC=CC=C2C=C1)C1=C(C=CC2=CC=CC=C12)P(C1=CC=CC=C1)C1=CC=CC=C1)C1=CC=CC=C1 (racemic 2,2′-bis(diphenylphosphino)-1,1′-binaphthyl). Reagents/catalysts: C(C)(=O)[O-].[Pd+2].C(C)(=O)[O-] (palladium(II) acetate). Run in O (water), C1(=CC=CC=C1)C (toluene). Product: COC1=CC(=NC=C1)NN=C(C1=CC=CC=C1)C1=CC=CC=C1 (Benzophenone (4-methoxypyridin-2-yl)hydrazone). Reaction SMILES: Cl[C:2]1[CH:7]=[C:6]([O:8][CH3:9])[CH:5]=[CH:4][N:3]=1.[C:10](=[N:23][NH2:24])([C:17]1[CH:22]=[CH:21][CH:20]=[CH:19][CH:18]=1)[C:11]1[CH:16]=[CH:15][CH:14]=[CH:13][CH:12]=1.C1(B(O)O)C=CC=CC=1.C1(P(C2C=CC=CC=2)C2C=CC3C(=CC=CC=3)C=2C2C3C(=CC=CC=3)C=CC=2P(C2C=CC=CC=2)C2C=CC=CC=2)C=CC=CC=1>C1(C)C=CC=CC=1.C([O-])(=O)C.[Pd+2].C([O-])(=O)C.O>[CH3:9][O:8][C:6]1[CH:5]=[CH:4][N:3]=[C:2]([NH:24][N:23]=[C:10]([C:11]2[CH:16]=[CH:15][CH:14]=[CH:13][CH:12]=2)[C:17]2[CH:22]=[CH:21][CH:20]=[CH:19][CH:18]=2)[CH:7]=1 |f:5.6.7|. Procedure details: 500 mg (3.48 mmol) 2-chloro-4-methoxypyridine, 752 mg (3.83 mmol) benzophenone hydrazone, 469 mg (4.88 mmol) sodium tert-butylate, 15.6 mg (0.07 mmol) palladium(II) acetate, 21.2 mg (0.17 mmol) phenylboronic acid and 43.4 mg (0.07 mmol) racemic 2,2′-bis(diphenylphosphino)-1,1′-binaphthyl are heated in degassed toluene at 90° C. overnight under argon. After cooling, the reaction mixture is poured into water, the aqueous phase is extracted several times with ethyl acetate and the combined organic ... Starting materials: CN(C)C=O, O=[N+]([O-])c1ccccc1S(=O)(=O)Cl, NCCO, O, c1ccncc1. Yields the product O=[N+]([O-])c1ccccc1S(=O)(=O)NCCO. RXN SMILES: [CH3:25][N:26]([CH3:27])[CH:28]=[O:29].[N+:5](=[O:6])([O-:7])[c:8]1[c:9]([S:14](=[O:15])(=[O:16])[Cl:17])[cH:10][cH:11][cH:12][cH:13]1.[NH2:1][CH2:2][CH2:3][OH:4].[OH2:24].[cH:18]1[cH:19][cH:20][n:21][cH:22][cH:23]1>>[NH:1]([CH2:2][CH2:3][OH:4])[S:14]([c:9]1[c:8]([N+:5](=[O:6])[O-:7])[cH:13][cH:12][cH:11][cH:10]1)(=[O:15])=[O:16]. Reactants: CC(=O)N1c2ccc(-c3cn(CCO)nn3)cc2C(NC(=O)OC(C)(C)C)CC1C, CN(C)C=O, CC(C)(C)[Si](C)(C)Cl, c1c[nH]cn1. Product: CC(=O)N1c2ccc(-c3cn(CCO[Si](C)(C)C(C)(C)C)nn3)cc2C(NC(=O)OC(C)(C)C)CC1C. RXN SMILES: [C:1]([CH3:2])(=[O:3])[N:4]1[CH:5]([CH3:30])[CH2:6][CH:7]([NH:22][C:23]([O:24][C:25]([CH3:26])([CH3:27])[CH3:28])=[O:29])[c:8]2[cH:9][c:10](-[c:14]3[n:15][n:16][n:17]([CH2:19][CH2:20][OH:21])[cH:18]3)[cH:11][cH:12][c:13]21.[CH3:44][N:45]([CH3:46])[CH:47]=[O:48].[Cl:36][Si:37]([CH3:38])([CH3:39])[C:40]([CH3:41])([CH3:42])[CH3:43].[nH:31]1[cH:32][cH:33][n:34][cH:35]1>>[C:1]([CH3:2])(=[O:3])[N:4]1[CH:5]([CH3:30])[CH2:6][CH:7]([NH:22][C:23]([O:24][C:25]([CH3:26])([CH3:27])[CH3:28])=[O:29])[c:8]2[cH:9][c:10](-[c:14]3[n:15][n:16][n:17]([CH2:19][CH2:20][O:21][Si:37]([CH3:38])([CH3:39])[C:40]([CH3:41])([CH3:42])[CH3:43])[cH:18]3)[cH:11][cH:12][c:13]21.